This data is from the Open Reaction Database (ORD), a public repository of structured organic reaction records. The task is: describe an organic reaction: reactants, conditions, products, and yield Starting materials: Cl.N[C@@H]1CC[C@H](CC1)NC(=O)C1=C(NC2=C1N=CN=C2C2=C(C=C(C=C2)F)OCC2CC2)C (N-(trans-4-aminocyclohexyl)-4-[2-(cyclopropylmethoxy)-4-fluorophenyl]-6-methyl-5H-pyrrolo[3,2-d]pyrimidine-7-carboxamide hydrochloride), C(C)(=O)O[C@H](C(=O)Cl)C ((2S)-1-chloro-1-oxopropan-2-yl acetate). The product is C1(CC1)COC1=C(C=CC(=C1)F)C=1C2=C(N=CN1)C(=C(N2)C)C(=O)N[C@@H]2CC[C@H](CC2)NC([C@H](C)O)=O (4-[2-(Cyclopropylmethoxy)-4-fluorophenyl]-N-(trans-4-{[(2S)-2-hydroxypropanoyl]amino}cyclohexyl)-6-methyl-5H-pyrrolo[3,2-d]pyrimidine-7-carboxamide). As a reaction SMILES: Cl.[NH2:2][C@H:3]1[CH2:8][CH2:7][C@H:6]([NH:9][C:10]([C:12]2[C:16]3[N:17]=[CH:18][N:19]=[C:20]([C:21]4[CH:26]=[CH:25][C:24]([F:27])=[CH:23][C:22]=4[O:28][CH2:29][CH:30]4[CH2:32][CH2:31]4)[C:15]=3[NH:14][C:13]=2[CH3:33])=[O:11])[CH2:5][CH2:4]1.C([O:37][C@@H:38]([CH3:42])[C:39](Cl)=[O:40])(=O)C>>[CH:30]1([CH2:29][O:28][C:22]2[CH:23]=[C:24]([F:27])[CH:25]=[CH:26][C:21]=2[C:20]2[C:15]3[NH:14][C:13]([CH3:33])=[C:12]([C:10]([NH:9][C@H:6]4[CH2:7][CH2:8][C@H:3]([NH:2][C:39](=[O:40])[C@@H:38]([OH:37])[CH3:42])[CH2:4][CH2:5]4)=[O:11])[C:16]=3[N:17]=[CH:18][N:19]=2)[CH2:31][CH2:32]1 |f:0.1|. Reported procedure: Starting from N-(trans-4-aminocyclohexyl)-4-[2-(cyclopropylmethoxy)-4-fluorophenyl]-6-methyl-5H-pyrrolo[3,2-d]pyrimidine-7-carboxamide hydrochloride (example D.f7) and commercially available (2S)-1-chloro-1-oxopropan-2-yl acetate the title compound is obtained as colorless solid.